Dataset: the Open Reaction Database (ORD), a public repository of structured organic reaction records. Task: describe an organic reaction: reactants, conditions, products, and yield Starting materials: C1(=CC=C(C=C1)S(=O)O)C (p-Toluenesulfinic acid), C(C=C)N(CCCCC)C1=CC=CC=C1 (N-allyl-N-pentylphenylamine), C(O)([O-])=O.[Na+] (sodium hydrogen carbonate). Reaction conditions: time 60 minute. Procedure: p-Toluenesulfinic acid (188 ml, 1.20 mmol) was added at room temperature to a solution of N-allyl-N-pentylphenylamine(221 mg, 1.08 mmol) and tetrakis(triphenylphosphine)palladium(87.8 mg, 75.9 μmol) in dichloromethane(11 ml). The reaction mixture was stirred at room temperature for 60 minutes and saturated aqueous sodium hydrogen carbonate(6.8 ml) was added. After stirred for 5 minutes, the mixture was extracted with ether(80 ml). The extract was dried on magnesium sulfate, filterd and concentra... As a reaction SMILES: C1(C)C=CC(S(O)=O)=CC=1.C([N:14]([C:20]1[CH:25]=[CH:24][CH:23]=[CH:22][CH:21]=1)[CH2:15][CH2:16][CH2:17][CH2:18][CH3:19])C=C.C(=O)([O-])O.[Na+]>ClCCl.C1C=CC([P]([Pd]([P](C2C=CC=CC=2)(C2C=CC=CC=2)C2C=CC=CC=2)([P](C2C=CC=CC=2)(C2C=CC=CC=2)C2C=CC=CC=2)[P](C2C=CC=CC=2)(C2C=CC=CC=2)C2C=CC=CC=2)(C2C=CC=CC=2)C2C=CC=CC=2)=CC=1>[CH2:15]([NH:14][C:20]1[CH:21]=[CH:22][CH:23]=[CH:24][CH:25]=1)[CH2:16][CH2:17][CH2:18][CH3:19] |f:2.3,^1:37,39,58,77|. The reagents and catalysts are C=1C=CC(=CC1)[P](C=2C=CC=CC2)(C=3C=CC=CC3)[Pd]([P](C=4C=CC=CC4)(C=5C=CC=CC5)C=6C=CC=CC6)([P](C=7C=CC=CC7)(C=8C=CC=CC8)C=9C=CC=CC9)[P](C=1C=CC=CC1)(C=1C=CC=CC1)C=1C=CC=CC1 (tetrakis(triphenylphosphine)palladium). Isolated yield 93.0%. Run in ClCCl (dichloromethane). The product is C(CCCC)NC1=CC=CC=C1 (N-pentylphenylamine). Starting materials: C(C)C1C(CCC(C(OC(C2CCCCN2C(C(C2(C(CC(C(C(CC(CC(=C1)C)C)OC)O2)OC)C)O)=O)=O)=O)C(=CC2CC(C(CC2)N=[N+]=[N-])OCCC)C)C)=O (17-ethyl-1-hydroxy-12-[2'-(4"-azido-3"-propyloxycyclohexyl)-1'-methylvinyl]-23,25-dimethoxy-13,19,21,27-tetramethyl-11,28-dioxa-4-azatricyclo[22.3.1.04,9 ]octacos-18-ene-2,3,10,16-tetraone), C1(=CC=CC=C1)P(C1=CC=CC=C1)C1=CC=CC=C1 (triphenylphosphine). The solvent is C1=CC=CC=C1 (benzene). Conditions: temperature 70 celsius, time 6.5 hour. The product is [OH-].[NH4+] (ammonium hydroxide), C(C)C1C(CCC(C(OC(C2CCCCN2C(C(C2(C(CC(C(C(CC(CC(=C1)C)C)OC)O2)OC)C)O)=O)=O)=O)C(=CC2CC(C(CC2)N)OCCC)C)C)=O (17-Ethyl-1-hydroxy-12-[2'-(4"-amino-3"-propyloxycyclohexyl)-1'-methylvinyl]-23,25-dimethoxy-13,19,21,27-tetramethyl-11,28-dioxa-4-azatricyclo[22.3.1.04,9 ]octacos-18-ene-2,3,10,16-tetraone). The yield is 166.1%. RXN SMILES: [CH2:1]([CH:3]1[CH:29]=[C:28]([CH3:30])[CH2:27][CH:26]([CH3:31])[CH2:25][CH:24]([O:32][CH3:33])[CH:23]2[O:34][C:19]([OH:38])([CH:20]([CH3:37])[CH2:21][CH:22]2[O:35][CH3:36])[C:18](=[O:39])[C:17](=[O:40])[N:16]2[CH:11]([CH2:12][CH2:13][CH2:14][CH2:15]2)[C:10](=[O:41])[O:9][CH:8]([C:42]([CH3:57])=[CH:43][CH:44]2[CH2:49][CH2:48][CH:47]([N:50]=[N+]=[N-])[CH:46]([O:53][CH2:54][CH2:55][CH3:56])[CH2:45]2)[CH:7]([CH3:58])[CH2:6][CH2:5][C:4]1=[O:59])[CH3:2].C1(P(C2C=CC=CC=2)C2C=CC=CC=2)C=CC=CC=1>C1C=CC=CC=1>[OH-:9].[NH4+:16].[CH2:1]([CH:3]1[CH:29]=[C:28]([CH3:30])[CH2:27][CH:26]([CH3:31])[CH2:25][CH:24]([O:32][CH3:33])[CH:23]2[O:34][C:19]([OH:38])([CH:20]([CH3:37])[CH2:21][CH:22]2[O:35][CH3:36])[C:18](=[O:39])[C:17](=[O:40])[N:16]2[CH:11]([CH2:12][CH2:13][CH2:14][CH2:15]2)[C:10](=[O:41])[O:9][CH:8]([C:42]([CH3:57])=[CH:43][CH:44]2[CH2:49][CH2:48][CH:47]([NH2:50])[CH:46]([O:53][CH2:54][CH2:55][CH3:56])[CH2:45]2)[CH:7]([CH3:58])[CH2:6][CH2:5][C:4]1=[O:59])[CH3:2] |f:3.4|. Procedure details: To a solution of 17-ethyl-1-hydroxy-12-[2'-(4"-azido-3"-propyloxycyclohexyl)-1'-methylvinyl]-23,25-dimethoxy-13,19,21,27-tetramethyl-11,28-dioxa-4-azatricyclo[22.3.1.04,9 ]octacos-18-ene-2,3,10,16-tetraone (46 mg) in 10% aqueous benzene (900 μl) was added triphenylphosphine (29 mg) and the mixture heated to 70° C. with stirring. After 6.5 hours, the stir bar was removed and the reaction cooled to room temperature. The mixture was concentrated to 10% volume in vacuo and applied directly to a colu... Starting materials: ClCCl, Nc1cnn2ccc(N3CCCC3c3cc(F)ccc3F)nc12, O=C=Nc1ccccc1. The product is O=C(Nc1ccccc1)Nc1cnn2ccc(N3CCCC3c3cc(F)ccc3F)nc12. RXN SMILES: [Cl:33][CH2:34][Cl:35].[F:1][c:2]1[c:3]([CH:9]2[N:10]([c:14]3[n:15][c:16]4[n:17]([cH:18][cH:19]3)[n:20][cH:21][c:22]4[NH2:23])[CH2:11][CH2:12][CH2:13]2)[cH:4][c:5]([F:8])[cH:6][cH:7]1.[O:24]=[C:25]=[N:26][c:27]1[cH:28][cH:29][cH:30][cH:31][cH:32]1>>[F:1][c:2]1[c:3]([CH:9]2[N:10]([c:14]3[n:15][c:16]4[n:17]([cH:18][cH:19]3)[n:20][cH:21][c:22]4[NH:23][C:25](=[O:24])[NH:26][c:27]3[cH:28][cH:29][cH:30][cH:31][cH:32]3)[CH2:11][CH2:12][CH2:13]2)[cH:4][c:5]([F:8])[cH:6][cH:7]1. Starting materials: C[O-].[Na+] (sodium methoxide), NC1=NC(NS1)=O (5-Amino-1,2,4-thiadiazol-3-one), C([O-])(O)=O.[Na+] (sodium bicarbonate), nucleosides, C(C)(=O)OC1C[C@H](OC(C)=O)[C@H](O1)COC(C)=O (1,3,5-Tri-O-acetyl-2-deoxy-D-ribofuranose), stannic chloride. Run in CO (methanol), ClC(C)Cl (dichloroethane), C(Cl)(Cl)Cl (chloroform), CO (methanol), ClC(C)Cl (dichloroethane). Run at time 8 hour. Yields the product NC1=NC(N(S1)[C@@H]1C[C@H](O)[C@H](O1)CO)=O (5-amino-2-(2-deoxy-α-D-ribofuranosyl)-1,2,4-thiadiazol-3-one). The yield is 2.0%. As a reaction SMILES: [NH2:1][C:2]1[S:6][NH:5][C:4](=[O:7])[N:3]=1.C(O[CH:12]1[O:20][C@H:19]([CH2:21][O:22]C(=O)C)[C@@H:14]([O:15]C(=O)C)[CH2:13]1)(=O)C.C(=O)(O)[O-].[Na+].C[O-].[Na+]>ClC(Cl)C.CO.C(Cl)(Cl)Cl>[NH2:1][C:2]1[S:6][N:5]([C@H:12]2[O:20][C@H:19]([CH2:21][OH:22])[C@@H:14]([OH:15])[CH2:13]2)[C:4](=[O:7])[N:3]=1 |f:2.3,4.5|. Reported procedure: 5-Amino-1,2,4-thiadiazol-3-one (1, 2.0 g, 0.017 mole) was silylated as described in example II, and dissolved in dry dichloroethane (100 ml). 1,3,5-Tri-O-acetyl-2-deoxy-D-ribofuranose [M. J. Robins and R. K. Robins, J. Amer. Chem. Soc., 87, 4934 (1965); 4.4 g, 0.017 mole] in dichloroethane (25 ml) was added followed by stannic chloride (2.1 ml). The reaction mixture was protected from moisture and stirred at ambient temperature overnight, before it was poured into 250 ml of cold, saturated aqueo... The reactants are S1C(=NN=C1)C(CCCCCCC\C=C/CCCCCCCC)O ((Z)-1-(1,3,4-thiadiazol-2-yl)-octadec-9-en-1-ol), [O-]S(=O)(=S)[O-].[Na+].[Na+] (Na2S2O3), CC(=O)OI1(C=2C=CC=CC2C(=O)O1)(OC(=O)C)OC(=O)C (Dess-Martin periodinane), CO.C(Cl)Cl (MeOH CH2Cl2). Run in C(Cl)Cl (CH2Cl2), C(=O)(O)[O-].[Na+] (NaHCO3), C(Cl)Cl (CH2Cl2), CCOCC (Et2O). Run at time 1 hour. Yields the product S1C(=NN=C1)C(CCCCCCCC=CCCCCCCCC)=O (1-(1,3,4-Thiadiazol-2-yl)-octadec-9-en-1-one). The yield is 77.8%. Reaction SMILES: CC(OI1(OC(C)=O)(OC(C)=O)OC(=O)C2C=CC=CC1=2)=O.[S:23]1[CH:27]=[N:26][N:25]=[C:24]1[CH:28]([OH:46])[CH2:29][CH2:30][CH2:31][CH2:32][CH2:33][CH2:34][CH2:35]/[CH:36]=[CH:37]\[CH2:38][CH2:39][CH2:40][CH2:41][CH2:42][CH2:43][CH2:44][CH3:45].[O-]S([O-])(=S)=O.[Na+].[Na+].CO.C(Cl)Cl>C(Cl)Cl.CCOCC.C([O-])(O)=O.[Na+]>[S:23]1[CH:27]=[N:26][N:25]=[C:24]1[C:28](=[O:46])[CH2:29][CH2:30][CH2:31][CH2:32][CH2:33][CH2:34][CH2:35][CH:36]=[CH:37][CH2:38][CH2:39][CH2:40][CH2:41][CH2:42][CH2:43][CH2:44][CH3:45] |f:2.3.4,5.6,9.10|. Procedure: A suspension of the Dess-Martin periodinane (1.2 equiv, 0.013 mmol, 14 mg) in anhydrous CH2Cl2 (0.5 mL) was treated with a solution of (Z)-1-(1,3,4-thiadiazol-2-yl)-octadec-9-en-1-ol (4 mg, 0.011 mmol) in anhydrous CH2Cl2 (0.5 mL) at room temperature under N2. After 10 h the suspension was diluted with Et2O (10 mL), and poured into a solution of Na2S2O3 (40 mg) in saturated aqueous NaHCO3 (3.4 mL). The mixture was stirred at room temperature for 1 h and the layers were separated. The ethereal la... Starting materials: NC1=NC=C(C=C1)C (2-amino-5-methylpyridine), OC1=CC(=CC2=C1C=C(O2)C)C(=O)OCC (ethyl 4-hydroxy-2-methylbenzofuran-6-carboxylate), FC1=C(C(=O)N(C)C)C=CC(=C1)F (2,4-difluoro-N,N-dimethylbenzamide). The product is CN(C(=O)C1=C(C=C(OC2=CC(=CC3=C2C=C(O3)C)C(=O)NC3=NC=C(C=C3)C)C=C1)F)C (4-(4-(Dimethylcarbamoyl)-3-fluorophenoxy)-2-methyl-N-(5-methylpyridin-2-yl)benzofuran-6-carboxamide), solid. Isolated yield 24.0%. Reaction SMILES: [OH:1][C:2]1[C:7]2[CH:8]=[C:9]([CH3:11])[O:10][C:6]=2[CH:5]=[C:4]([C:12]([O:14]CC)=O)[CH:3]=1.[F:17][C:18]1[CH:28]=[C:27](F)[CH:26]=[CH:25][C:19]=1[C:20]([N:22]([CH3:24])[CH3:23])=[O:21].[NH2:30][C:31]1[CH:36]=[CH:35][C:34]([CH3:37])=[CH:33][N:32]=1>>[CH3:23][N:22]([CH3:24])[C:20]([C:19]1[CH:25]=[CH:26][C:27]([O:1][C:2]2[C:7]3[CH:8]=[C:9]([CH3:11])[O:10][C:6]=3[CH:5]=[C:4]([C:12]([NH:30][C:31]3[CH:36]=[CH:35][C:34]([CH3:37])=[CH:33][N:32]=3)=[O:14])[CH:3]=2)=[CH:28][C:18]=1[F:17])=[O:21]. Procedure details: The title compound was prepared in a similar manner as described for Example 271, from ethyl 4-hydroxy-2-methylbenzofuran-6-carboxylate (0.275 g, 1.25 mmol), 2,4-difluoro-N,N-dimethylbenzamide (0.289 g, 1.56 mmol) and 2-amino-5-methylpyridine (0.229 g, 2.1 mmol) in two steps to give an off-white solid (131 mg, 24% yield). 1H NMR (400 MHz, DMSO-d6) δ 10.79 (s, 1 H) 8.21 (m, 1 H) 8.16 (s, 1 H) 8.06-8.08 (d, 1 H)) 7.66 (m, 1 H) 7.64 (m, 1 H) 7.37-7.41 (t, 1 H) 7.02-7.06 (m, 1 H) 6.89-6.92 (m, 1 H) ... The reactants are CCOC(C)=O, CCO, O=C(c1ccc([N+](=O)[O-])cc1)N1Cc2ccccc2Cc2cc(Cl)ccc21, [H][H]. The product is Nc1ccc(C(=O)N2Cc3ccccc3Cc3cc(Cl)ccc32)cc1. Reaction SMILES: [C:33]([O:34][CH2:35][CH3:36])(=[O:37])[CH3:38].[CH2:30]([OH:31])[CH3:32].[Cl:1][c:2]1[cH:3][c:4]2[c:5]([cH:26][cH:27]1)[N:6]([C:15]([c:16]1[cH:17][cH:18][c:19]([N+:22]([O-:23])=[O:24])[cH:20][cH:21]1)=[O:25])[CH2:7][c:8]1[c:9]([cH:11][cH:12][cH:13][cH:14]1)[CH2:10]2.[H:28][H:29]>>[Cl:1][c:2]1[cH:3][c:4]2[c:5]([cH:26][cH:27]1)[N:6]([C:15]([c:16]1[cH:17][cH:18][c:19]([NH2:22])[cH:20][cH:21]1)=[O:25])[CH2:7][c:8]1[c:9]([cH:11][cH:12][cH:13][cH:14]1)[CH2:10]2. Reactants: BrC=1C=C(C=CC1)CC(C(C)NC(=O)C1=NC(=NO1)C1=CC=C(C=C1)OC(F)(F)F)=O (N-(4-(3-bromophenyl)-3-oxobutan-2-yl)-3-(4-(trifluoromethoxy)phenyl)-1,2,4-oxadiazole-5-carboxamide). The solvent is O=P(Cl)(Cl)Cl (POCl3). Product: FC(OC1=CC=C(C=C1)C1=NOC=N1)(F)F (3-(4-(trifluoromethoxy)phenyl)-1,2,4-oxadiazole). Isolated yield 108.6%. RXN SMILES: BrC1C=C(CC(=O)C(NC([C:15]2[O:19][N:18]=[C:17]([C:20]3[CH:25]=[CH:24][C:23]([O:26][C:27]([F:30])([F:29])[F:28])=[CH:22][CH:21]=3)[N:16]=2)=O)C)C=CC=1>O=P(Cl)(Cl)Cl>[F:30][C:27]([F:28])([F:29])[O:26][C:23]1[CH:22]=[CH:21][C:20]([C:17]2[N:16]=[CH:15][O:19][N:18]=2)=[CH:25][CH:24]=1. Reported procedure: A solution of N-(4-(3-bromophenyl)-3-oxobutan-2-yl)-3-(4-(trifluoromethoxy)phenyl)-1,2,4-oxadiazole-5-carboxamide (200 mg, 0.4 mmol) in POCl3 (5 mL) was stirred at 110° C. for 5 h, cooled to RT, concentrated, and neutralized with aqueous K2CO3 (˜8M). The residue was diluted with H2O, and extracted with EtOAc. The combined organic layers were washed with H2O and brine, dried over Na2SO4, filtered and concentrated under reduced pressure. The residue was purified by prep-TLC (Petroleum ether:EtOAc=... Reactants: ClC=1C=C(C=CC1Cl)C1CN(CC1NC)C(=O)C1CCN(CC1)C(=O)C1(CC1)C ({4-[(3SR,4RS)-3-(3,4-dichloro-phenyl)-4-methylamino-pyrrolidine-1-carbonyl]-piperidin-1-yl}-(1-methyl-cyclopropyl)-methanone), FC1=CC=C(C=C1)C(C(=O)O)(C)C (2-(4-fluoro-phenyl)-2-methyl-propionic acid). The product is ClC=1C=C(C=CC1Cl)C1C(CN(C1)C(=O)C1CCN(CC1)C(=O)C1(CC1)C)N(C(C(C)(C)C1=CC=C(C=C1)F)=O)C (N-{(3RS,4SR)-4-(3,4-dichloro-phenyl)-1-[1-(1-methyl-cyclopropanecarbonyl)-piperidine-4-carbonyl]-pyrrolidin-3-yl}-2-(4-fluoro-phenyl)-N-methyl-isobutyramide). RXN SMILES: [Cl:1][C:2]1[CH:3]=[C:4]([CH:9]2[CH:13]([NH:14][CH3:15])[CH2:12][N:11]([C:16]([CH:18]3[CH2:23][CH2:22][N:21]([C:24]([C:26]4([CH3:29])[CH2:28][CH2:27]4)=[O:25])[CH2:20][CH2:19]3)=[O:17])[CH2:10]2)[CH:5]=[CH:6][C:7]=1[Cl:8].[F:30][C:31]1[CH:36]=[CH:35][C:34]([C:37]([CH3:42])([CH3:41])[C:38]([OH:40])=O)=[CH:33][CH:32]=1>>[Cl:1][C:2]1[CH:3]=[C:4]([CH:9]2[CH2:10][N:11]([C:16]([CH:18]3[CH2:19][CH2:20][N:21]([C:24]([C:26]4([CH3:29])[CH2:27][CH2:28]4)=[O:25])[CH2:22][CH2:23]3)=[O:17])[CH2:12][CH:13]2[N:14]([CH3:15])[C:38](=[O:40])[C:37]([C:34]2[CH:33]=[CH:32][C:31]([F:30])=[CH:36][CH:35]=2)([CH3:42])[CH3:41])[CH:5]=[CH:6][C:7]=1[Cl:8]. Procedure details: In analogy to the procedure described for the synthesis of example 97, the title compound N-{(3RS,4SR)-4-(3,4-dichloro-phenyl)-1-[1-(1-methyl-cyclopropanecarbonyl)-piperidine-4-carbonyl]-pyrrolidin-3-yl}-2-(4-fluoro-phenyl)-N-methyl-isobutyramide was prepared from {4-[(3SR,4RS)-3-(3,4-dichloro-phenyl)-4-methylamino-pyrrolidine-1-carbonyl]-piperidin-1-yl}-(1-methyl-cyclopropyl)-methanone using 2-(4-fluoro-phenyl)-2-methyl-propionic acid instead of 4-chloro-3-(trifluoromethyl)benzoic acid and was ...